Dataset: the Open Reaction Database (ORD), a public repository of structured organic reaction records. Task: describe an organic reaction: reactants, conditions, products, and yield Starting materials: O=C([O-])[O-], COCCOc1c(OC(=O)c2ccccc2)cc([N+](=O)[O-])cc1C(=O)OC, CO, [K+], [K+]. Product: COCCOc1c(O)cc([N+](=O)[O-])cc1C(=O)OC. RXN SMILES: [C:28](=[O:29])([O-:30])[O-:31].[CH3:1][O:2][CH2:3][CH2:4][O:5][c:6]1[c:7]([C:8](=[O:9])[O:10][CH3:11])[cH:12][c:13]([N+:25](=[O:26])[O-:27])[cH:14][c:15]1[O:16][C:17]([c:18]1[cH:19][cH:20][cH:21][cH:22][cH:23]1)=[O:24].[CH3:34][OH:35].[K+:32].[K+:33]>>[CH3:1][O:2][CH2:3][CH2:4][O:5][c:6]1[c:7]([C:8](=[O:9])[O:10][CH3:11])[cH:12][c:13]([N+:25](=[O:26])[O-:27])[cH:14][c:15]1[OH:16]. Starting materials: C1(CC1)NC(=O)C=1OC2=C(C1)C=C(C=C2)OCC=2OC1=C(C2C2CC2)C(=CC=C1)OCCCNCC=1C=NC=CC1 (5-(3-cyclopropyl-4-{3-[(pyridin-3-ylmethyl)-amino]-propoxy}-benzofuran-2-ylmethoxy)-benzofuran-2-carboxylic acid cyclopropylamide), amine, CCO (EtOH), CN(C=O)C (DMF), CN1C(CCC1)=O (N-methyl-2-pyrrolidone). Yields the product C(C)OCC=1OC2=C(C1)C=C(C=C2)OCC=2OC1=C(C2C)C(=CC=C1)OC1CCN(CC1)CC=1C=NC=CC1 (3-[4-[2-(2-ethoxymethyl-benzofuran-5-yloxymethyl)-3-methyl-benzofuran-4-yloxy]-piperidin-1-ylmethyl]-pyridine). As a reaction SMILES: C1(N[C:5]([C:7]2[O:8][C:9]3[CH:15]=[CH:14][C:13]([O:16][CH2:17][C:18]4[O:19][C:20]5[CH:29]=[CH:28][CH:27]=[C:26]([O:30][CH2:31][CH2:32][CH2:33][NH:34][CH2:35][C:36]6[CH:37]=[N:38][CH:39]=[CH:40][CH:41]=6)[C:21]=5[C:22]=4C4CC4)=[CH:12][C:10]=3[CH:11]=2)=O)CC1.[CH3:42][CH2:43][OH:44].[CH3:45]N(C)C=O.CN1CC[CH2:53][C:52]1=O>>[CH2:43]([O:44][CH2:5][C:7]1[O:8][C:9]2[CH:15]=[CH:14][C:13]([O:16][CH2:17][C:18]3[O:19][C:20]4[CH:29]=[CH:28][CH:27]=[C:26]([O:30][CH:31]5[CH2:32][CH2:33][N:34]([CH2:35][C:36]6[CH:37]=[N:38][CH:39]=[CH:40][CH:41]=6)[CH2:53][CH2:52]5)[C:21]=4[C:22]=3[CH3:45])=[CH:12][C:10]=2[CH:11]=1)[CH3:42]. Procedure details: Phenol 45 is reacted with Br—Q1—Br in a solvent such as acetone, 2-butanone, acetonitrile and N,N-dimethylformamide (DMF) in the presence of a base such as sodium hydride, potassium carbonate and cesium carbonate at a temperature between −20° C. and 100° C., preferably at 20° C. to 85° C. to give bromide 48. Bromide 48 can be reacted with amine, NH(Q2R6)(Q3R7), in the absence or in the presence of a solvent such as EtOH, DMF and N-methyl-2-pyrrolidone at a temperature between 0° C. and 150° C., ... Reactants: FC(C1=C(C(=C(C(=N1)C(F)(F)F)C(=O)OCC)CC(C)C)SC(C)C)F (6-(Difluoromethyl)-4-(2-methylpropyl)-5-(1-methylethylthio)-2-(trifluoromethyl)-3-pyridinecarboxylic acid, ethyl ester), C1=CC(=CC(=C1)Cl)C(=O)OO (MCPBA), mixture, C1=CC(=CC(=C1)Cl)C(=O)O (MCBA). Product: FC(C1=C(C(=C(C(=N1)C(F)(F)F)C(=O)OCC)CC(C)C)S(=O)C(C)C)F (6-(Difluoromethyl)-5-(2-propylsulfinyl)-4-(2-methylpropyl)-2-(trifluoromethyl)-3-pyridinecarboxylic acid, ethyl ester). RXN SMILES: [F:1][CH:2]([F:26])[C:3]1[N:8]=[C:7]([C:9]([F:12])([F:11])[F:10])[C:6]([C:13]([O:15][CH2:16][CH3:17])=[O:14])=[C:5]([CH2:18][CH:19]([CH3:21])[CH3:20])[C:4]=1[S:22][CH:23]([CH3:25])[CH3:24].C1C=C(Cl)C=C(C(OO)=[O:35])C=1.C1C=C(Cl)C=C(C(O)=O)C=1>>[F:26][CH:2]([F:1])[C:3]1[N:8]=[C:7]([C:9]([F:12])([F:10])[F:11])[C:6]([C:13]([O:15][CH2:16][CH3:17])=[O:14])=[C:5]([CH2:18][CH:19]([CH3:21])[CH3:20])[C:4]=1[S:22]([CH:23]([CH3:25])[CH3:24])=[O:35]. Procedure details: Prepared from product of Example 12 (5.97 g, 14.95 mmol) and MCPBA (3.03 g of an 85% mixture with MCBA, 14.95 mmol) as described above. Recrystallization (ether/petroleum ether) afforded the product as a white solid (4.03 g). Reactants: ClC1=NC2=C(C=3CCNCC13)SC=C2 (5-Chloro-6,7,8,9-tetrahydrothieno[3,2-c]-2,7-naphthyridine), C(=O)[O-].[NH4+] (ammonium formate). The reagents and catalysts are [Pd] (Pd). Solvent: CCO (EtOH). Conditions: temperature 80 celsius. The product is S1C=CC=2N=CC=3CNCCC3C21 (6,7,8,9-Tetrahydrothieno[3,2-c]-2,7-naphthyridine), N-formyl. As a reaction SMILES: Cl[C:2]1[C:11]2[CH2:10][NH:9][CH2:8][CH2:7][C:6]=2[C:5]2[S:12][CH:13]=[CH:14][C:4]=2[N:3]=1.C([O-])=O.[NH4+]>CCO.[Pd]>[S:12]1[C:5]2[C:6]3[CH2:7][CH2:8][NH:9][CH2:10][C:11]=3[CH:2]=[N:3][C:4]=2[CH:14]=[CH:13]1 |f:1.2|. Procedure details: A mixture of 5-Chloro-6,7,8,9-tetrahydrothieno[3,2-c]-2,7-naphthyridine (3.22 g, 14.33 mmol), 10% Pd on C (500 mg) and ammonium formate (8.13 g, 128.97 mmol) in EtOH (125 ml) was heated at 80° C. for 24 hours. Analytical data (TLC, MS) confirmed complete removal of chlorine to give both the title compound along with the N-formyl analog. Upon cooling, the catalyst was filtered off (celite) and the filtrate was treated with NaOH(aq.) until pH ˜14. The alkaline reaction mixture was refluxed for 33 ...